From a dataset of the Open Reaction Database (ORD), a public repository of structured organic reaction records. describe an organic reaction: reactants, conditions, products, and yield Starting materials: C(C)OC(=O)C1=CC=C(C=C1)C1=CC=CC=2N1C=NC2 (5-(p-ethoxycarbonylphenyl)imidazo[1,5-a]pyridine). Run in C(C)O (ethanol), [OH-].[Na+] (sodium hydroxide). Yields the product C(=O)(O)C1=CC=C(C=C1)C1=CC=CC=2N1C=NC2 (5-(p-Carboxyphenyl)imidazo[1,5-a]-pyridine). RXN SMILES: C([O:3][C:4]([C:6]1[CH:11]=[CH:10][C:9]([C:12]2[N:17]3[CH:18]=[N:19][CH:20]=[C:16]3[CH:15]=[CH:14][CH:13]=2)=[CH:8][CH:7]=1)=[O:5])C>C(O)C.[OH-].[Na+]>[C:4]([C:6]1[CH:7]=[CH:8][C:9]([C:12]2[N:17]3[CH:18]=[N:19][CH:20]=[C:16]3[CH:15]=[CH:14][CH:13]=2)=[CH:10][CH:11]=1)([OH:5])=[O:3] |f:2.3|. Procedure: A solution of 1.18 g or 5-(p-ethoxycarbonylphenyl)imidazo[1,5-a]pyridine in 10 ml of ethanol and 14 ml of 1N sodium hydroxide solution is refluxed for 3 h, cooled and evaporated. The residue is partitioned between water and ethyl acetate. The aqueous phase is separated and adjusted to pH 5. The solid is filtered, washed with water and dried to yield the title compound, m.p. 308°-310° (dec.).